The task is: describe an organic reaction: reactants, conditions, products, and yield. This data is from the Open Reaction Database (ORD), a public repository of structured organic reaction records. Reactants: O=C([O-])O, Cc1cccc(-c2nc(N)sc2-c2ccnc(F)c2)c1, NCc1ccccc1, [Na+]. Reaction SMILES: [C:29](=[O:30])([O-:31])[OH:32].[F:1][c:2]1[n:3][cH:4][cH:5][c:6](-[c:8]2[c:9](-[c:14]3[cH:15][c:16]([CH3:20])[cH:17][cH:18][cH:19]3)[n:10][c:11]([NH2:13])[s:12]2)[cH:7]1.[NH2:21][CH2:22][c:23]1[cH:24][cH:25][cH:26][cH:27][cH:28]1.[Na+:33]>>[c:2]1([NH:21][CH2:22][c:23]2[cH:24][cH:25][cH:26][cH:27][cH:28]2)[n:3][cH:4][cH:5][c:6](-[c:8]2[c:9](-[c:14]3[cH:15][c:16]([CH3:20])[cH:17][cH:18][cH:19]3)[n:10][c:11]([NH2:13])[s:12]2)[cH:7]1. Yields the product Cc1cccc(-c2nc(N)sc2-c2ccnc(NCc3ccccc3)c2)c1. Procedure: To a solution of 5-[(benzyloxy)methyl]-N-cyclopropyl-1-{4-[(ethylamino)carbonyl]phenyl}-1H-1,2,3-triazole-4-carboxamide (4.29 g) obtained in Example 94 in DMF (60 ml)-methanol (180 ml) was added palladium-carbon (1.0 g). The reaction mixture was stirred under a hydrogen atmosphere at room temperature for 5 days, and the insoluble material was filtered off. The solvent was evaporated, and the residue was purified by silica gel column (hexane/ethyl acetate=1/1 to ethyl acetate/methanol=4/1). The r... Reaction SMILES: C([O:8][CH2:9][C:10]1[N:14]([C:15]2[CH:20]=[CH:19][C:18]([C:21]([NH:23][CH2:24][CH3:25])=[O:22])=[CH:17][CH:16]=2)[N:13]=[N:12][C:11]=1[C:26]([NH:28][CH:29]1[CH2:31][CH2:30]1)=[O:27])C1C=CC=CC=1.CO>CN(C=O)C.[C].[Pd]>[CH:29]1([NH:28][C:26]([C:11]2[N:12]=[N:13][N:14]([C:15]3[CH:20]=[CH:19][C:18]([C:21]([NH:23][CH2:24][CH3:25])=[O:22])=[CH:17][CH:16]=3)[C:10]=2[CH2:9][OH:8])=[O:27])[CH2:30][CH2:31]1 |f:3.4|. Run in CN(C)C=O (DMF). The reagents and catalysts are [C].[Pd] (palladium-carbon). Reactants: C(C1=CC=CC=C1)OCC1=C(N=NN1C1=CC=C(C=C1)C(=O)NCC)C(=O)NC1CC1 (5-[(benzyloxy)methyl]-N-cyclopropyl-1-{4-[(ethylamino)carbonyl]phenyl}-1H-1,2,3-triazole-4-carboxamide), CO (methanol). Reaction conditions: time 5 day. Product: C1(CC1)NC(=O)C=1N=NN(C1CO)C1=CC=C(C=C1)C(=O)NCC (N-cyclopropyl-1-{4-[(ethylamino)carbonyl]phenyl}-5-(hydroxymethyl)-1H-1,2,3-triazole-4-carboxamide). The yield is 76.0%. The reactants are O (water), N1C=CC=C1 (pyrrole), [H-].[Na+] (sodium hydride), BrCC=1C=C(C(=O)OC)C=CC1 (methyl 3-(bromomethyl)benzoate). Solvent: CN(C=O)C (N,N-dimethylformamide). Run at time 3 hour. The product is N1(C=CC=C1)CC=1C=C(C(=O)OC)C=CC1 (methyl 3-(pyrrol-1-yl)methylbenzoate). RXN SMILES: [NH:1]1[CH:5]=[CH:4][CH:3]=[CH:2]1.[H-].[Na+].Br[CH2:9][C:10]1[CH:11]=[C:12]([CH:17]=[CH:18][CH:19]=1)[C:13]([O:15][CH3:16])=[O:14].O>CN(C)C=O>[N:1]1([CH2:9][C:10]2[CH:11]=[C:12]([CH:17]=[CH:18][CH:19]=2)[C:13]([O:15][CH3:16])=[O:14])[CH:5]=[CH:4][CH:3]=[CH:2]1 |f:1.2|. Procedure details: To the mixture of pyrrole (2.3 ml) and 60% sodium hydride (1.3 g) in N,N-dimethylformamide (50 ml) was added methyl 3-(bromomethyl)benzoate (5.0 g) under ice-cooling and the mixture was stirred for 3 hours at ambient temperature. The reaction mixture was poured into water and extracted with ethyl acetate. The extract layer was washed with water, dried over magnesium sulfate and evaporated to give methyl 3-(pyrrol-1-yl)methylbenzoate (4.14 g) as an oil. The reactants are OCCC1=CC=C(C=C1)O (4-(2-hydroxyethyl)phenol), C([O-])([O-])=O.[K+].[K+] (potassium carbonate), BrCC(=O)OCC (Ethyl bromoacetate). The solvent is CC(=O)C (acetone). Run at time 30 minute. Product: OCCC1=CC=C(OCC(=O)OCC)C=C1 (ethyl 2-[4-(2-hydroxyethyl)phenoxy]acetate). As a reaction SMILES: [OH:1][CH2:2][CH2:3][C:4]1[CH:9]=[CH:8][C:7]([OH:10])=[CH:6][CH:5]=1.C(=O)([O-])[O-].[K+].[K+].Br[CH2:18][C:19]([O:21][CH2:22][CH3:23])=[O:20]>CC(C)=O>[OH:1][CH2:2][CH2:3][C:4]1[CH:9]=[CH:8][C:7]([O:10][CH2:18][C:19]([O:21][CH2:22][CH3:23])=[O:20])=[CH:6][CH:5]=1 |f:1.2.3|. Reported procedure: To a solution of 4-(2-hydroxyethyl)phenol (5 g) in acetone (45 mL) was added anhydrous potassium carbonate (6.5 g) at room temperature, and the mixture was stirred for 30 minutes. Ethyl bromoacetate (4.4 mL) was added dropwise to the reaction mixture at 40-45° C. of internal temperature, and the mixture was stirred at 40° C. for 8 hours. After the insoluble materials were filtered off, the filtrate was concentrated under reduced pressure. The residue was purified by column chromatography on sili...